From a dataset of the Open Reaction Database (ORD), a public repository of structured organic reaction records. describe an organic reaction: reactants, conditions, products, and yield Starting materials: Cl (hydrochloric acid), NC1CN(CC1OC)C(=O)OC(C)(C)C (3-amino-1-t-butoxycarbonyl-4-methoxypyrrolidine). Run in C(C)O (ethanol). The product is Cl.Cl.N[C@@H]1CNC[C@@H]1OC (cis-3-amino-4-methoxypyrrolidine dihydrochloride). Reaction SMILES: [ClH:1].[NH2:2][CH:3]1[CH:7]([O:8][CH3:9])[CH2:6][N:5](C(OC(C)(C)C)=O)[CH2:4]1>C(O)C>[ClH:1].[ClH:1].[NH2:2][C@H:3]1[C@@H:7]([O:8][CH3:9])[CH2:6][NH:5][CH2:4]1 |f:3.4.5|. Procedure: 64 ml of 6N aqueous hydrochloric acid were added to a solution of 4.16 g (0.019 mole) of 3-amino-1-t-butoxycarbonyl-4-methoxypyrrolidine in 200 ml of ethanol, and the mixture was heated under reflux for 1 hour. At the end of this time, the solvent was completely removed by evaporation to dryness under reduced pressure to obtain cis-3-amino-4-methoxypyrrolidine dihydrochloride as a brown powder. The whole of this dihydrochloride was dissolved in 20 ml of water, 1.97 g (0.037 mole) of sodium metho... Reaction conditions: temperature 20 celsius, time 3 hour. Yields the product ClC1=NN(CC1)C=1C=NC=CC1 (3-(3-Chloro-4,5-dihydro-1H-pyrazol-1-yl)pyridine). The solvent is O (water), CO.ClCCl (methanol dichloromethane), C(C)O (ethanol). Reported procedure: A 500 mL, 3-neck round bottom flask was charged with methyl acrylate (18.9 g, 220 mmol) and ethanol (110 mL). 3-hydrazinopyridine dihydrochloride (20.0 g, 110 mmol) was added, followed by sodium ethoxide (29.9 g, 439 mmol) and the reaction was stirred at 60° C. for 6 hours, at which point thin layer chromatography (TLC) analysis [Eluent: 10% methanol/dichloromethane] indicated that the starting material had disappeared and a major product had formed: ESIMS m/z 164 ([M+H]+). The reaction was allo... As a reaction SMILES: [C:1](OC)(=O)[CH:2]=[CH2:3].Cl.Cl.[NH:9]([C:11]1[CH:12]=[N:13][CH:14]=[CH:15][CH:16]=1)[NH2:10].[O-]CC.[Na+].P(Cl)(Cl)([Cl:23])=O.[OH-].[Na+]>O.CO.ClCCl.C(O)C>[Cl:23][C:1]1[CH2:2][CH2:3][N:9]([C:11]2[CH:12]=[N:13][CH:14]=[CH:15][CH:16]=2)[N:10]=1 |f:1.2.3,4.5,7.8,10.11|. The reactants are [OH-].[Na+] (sodium hydroxide), P(=O)(Cl)(Cl)Cl (phosphoryl chloride), Cl.Cl.N(N)C=1C=NC=CC1 (3-hydrazinopyridine dihydrochloride), [O-]CC.[Na+] (sodium ethoxide), C(C=C)(=O)OC (methyl acrylate). Reactants: COCCOCCOC(=O)C=P(C1=CC=CC=C1)(C1=CC=CC=C1)C1=CC=CC=C1 ([[[2-(2-methoxyethoxy)ethoxy]carbonyl]methylene]triphenylphosphorane), BrCC(\C=C\C1=CC(=CC=C1)OC)=O ((E)-1-bromo-4-(3-methoxyphenyl)-3-buten-2-one), BrCC(=O)OCC (ethyl bromoacetate). The solvent is C1(=CC=CC=C1)C (toluene). The product is COC=1C=C(C=CC1)/C=C/C(/C=C/C(=O)OCCOCCOC)=O (2-(2-methoxyethoxy)ethyl (E,E)-6-(3-methoxyphenyl)-4-oxo-2,5-hexadienoate). RXN SMILES: [CH3:1][O:2][CH2:3][CH2:4][O:5][CH2:6][CH2:7][O:8][C:9]([CH:11]=P(C1C=CC=CC=1)(C1C=CC=CC=1)C1C=CC=CC=1)=[O:10].Br[CH2:32][C:33](=[O:44])/[CH:34]=[CH:35]/[C:36]1[CH:41]=[CH:40][CH:39]=[C:38]([O:42][CH3:43])[CH:37]=1.BrCC(OCC)=O>C1(C)C=CC=CC=1>[CH3:43][O:42][C:38]1[CH:37]=[C:36](/[CH:35]=[CH:34]/[C:33](=[O:44])/[CH:32]=[CH:11]/[C:9]([O:8][CH2:7][CH2:6][O:5][CH2:4][CH2:3][O:2][CH3:1])=[O:10])[CH:41]=[CH:40][CH:39]=1. Procedure: A solution of 14.9 g (35.2 mmol) of [[[2-(2-methoxyethoxy)ethoxy]carbonyl]methylene]triphenylphosphorane (preparation see paragraph (c)) in 100 ml of toluene was treated with 4.48 g (17.6 mmol) of (E)-1-bromo-4-(3-methoxyphenyl)-3-buten-2-one (preparation see paragraph d)). The reaction mixture was stirred at reflux for 2 hours and then filtered. After the addition of 1.63 ml (17.6 mmol) of ethyl bromoacetate, the filtrate was again stirred at reflux for 2 hours. The separated solid was filtered... Reactants: ClC(Cl)(Cl)Cl, CCCCCC, CC(C)OC(C)C, CCOC(=O)c1ccc(CO)cc1. Product: CCOC(=O)c1ccc(C=O)cc1. As a reaction SMILES: [C:14]([Cl:15])([Cl:16])([Cl:17])[Cl:18].[CH3:19][CH2:20][CH2:21][CH2:22][CH2:23][CH3:24].[CH:25]([O:26][CH:27]([CH3:28])[CH3:29])([CH3:30])[CH3:31].[OH:1][CH2:2][c:3]1[cH:4][cH:5][c:6]([C:7](=[O:8])[O:9][CH2:10][CH3:11])[cH:12][cH:13]1>>[O:1]=[CH:2][c:3]1[cH:4][cH:5][c:6]([C:7](=[O:8])[O:9][CH2:10][CH3:11])[cH:12][cH:13]1. Starting materials: C1CCCCC1, C1COCCN1, O=C1CCCCC1. Yields the product C1=C(N2CCOCC2)CCCC1. As a reaction SMILES: [CH2:14]1[CH2:15][CH2:16][CH2:17][CH2:18][CH2:19]1.[CH2:8]1[CH2:9][O:10][CH2:11][CH2:12][NH:13]1.[O:1]=[C:2]1[CH2:3][CH2:4][CH2:5][CH2:6][CH2:7]1>>[C:2]1([N:13]2[CH2:8][CH2:9][O:10][CH2:11][CH2:12]2)=[CH:3][CH2:4][CH2:5][CH2:6][CH2:7]1. The reactants are O=C([O-])O, CCOC(C)=O, COc1cc(C=Cc2nc(C(=O)OCCBr)c(-c3ccc(F)cc3)[nH]2)ccc1-n1cnc(C)c1, [H-], [Na+], [Na+], CN(C)C=O, O. Yields the product COc1cc(C=Cc2nc(-c3ccc(F)cc3)c3n2CCOC3=O)ccc1-n1cnc(C)c1. As a reaction SMILES: [C:44](=[O:45])([OH:46])[O-:47].[CH3:37][CH2:38][O:39][C:40](=[O:41])[CH3:42].[F:3][c:4]1[cH:5][cH:6][c:7](-[c:10]2[c:11]([C:31](=[O:32])[O:33][CH2:34][CH2:35][Br:36])[n:12][c:13]([CH:15]=[CH:16][c:17]3[cH:18][c:19]([O:29][CH3:30])[c:20](-[n:23]4[cH:24][n:25][c:26]([CH3:28])[cH:27]4)[cH:21][cH:22]3)[nH:14]2)[cH:8][cH:9]1.[H-:1].[Na+:2].[Na+:48].[O:49]=[CH:50][N:51]([CH3:52])[CH3:53].[OH2:43]>>[F:3][c:4]1[cH:5][cH:6][c:7](-[c:10]2[c:11]3[n:12]([c:13]([CH:15]=[CH:16][c:17]4[cH:18][c:19]([O:29][CH3:30])[c:20](-[n:23]5[cH:24][n:25][c:26]([CH3:28])[cH:27]5)[cH:21][cH:22]4)[n:14]2)[CH2:35][CH2:34][O:33][C:31]3=[O:32])[cH:8][cH:9]1. The reactants are CCOC(=O)c1ccc(-c2c(F)c(OC)cc(OC)c2Cl)c2nccnc12, C[Al](C)C, ClCCl, CN(CC(N)=O)Cc1ccc(N)nc1, [Na+], O=C([O-])O. Product: COc1cc(OC)c(Cl)c(-c2ccc(C(=O)Nc3ccc(CN(C)CC(N)=O)cn3)c3nccnc23)c1F. As a reaction SMILES: [CH2:1]([O:2][C:4](=[O:5])[c:6]1[c:7]2[n:8][cH:9][cH:10][n:11][c:12]2[c:13](-[c:16]2[c:17]([Cl:27])[c:18]([O:25][CH3:26])[cH:19][c:20]([O:23][CH3:24])[c:21]2[F:22])[cH:14][cH:15]1)[CH3:3].[CH3:42][Al:43]([CH3:44])[CH3:45].[Cl:51][CH2:52][Cl:53].[NH2:28][c:29]1[cH:30][cH:31][c:32]([CH2:35][N:36]([CH2:37][C:38](=[O:39])[NH2:40])[CH3:41])[cH:33][n:34]1.[Na+:50].[O-:46][C:47]([OH:48])=[O:49]>>[C:4](=[O:5])([c:6]1[c:7]2[n:8][cH:9][cH:10][n:11][c:12]2[c:13](-[c:16]2[c:17]([Cl:27])[c:18]([O:25][CH3:26])[cH:19][c:20]([O:23][CH3:24])[c:21]2[F:22])[cH:14][cH:15]1)[NH:28][c:29]1[cH:30][cH:31][c:32]([CH2:35][N:36]([CH2:37][C:38](=[O:39])[NH2:40])[CH3:41])[cH:33][n:34]1. Reactants: COc1cc2c(Cl)ccnc2cc1OCc1ccccc1, CN(C)c1ccncc1, Clc1ccccc1Cl, O, CC(=O)c1nc2ccccc2cc1O. Yields the product COc1cc2c(Oc3cc4ccccc4nc3C(C)=O)ccnc2cc1OCc1ccccc1. RXN SMILES: [CH2:15]([c:16]1[cH:17][cH:18][cH:19][cH:20][cH:21]1)[O:22][c:23]1[c:24]([O:34][CH3:35])[cH:25][c:26]2[c:27]([Cl:33])[cH:28][cH:29][n:30][c:31]2[cH:32]1.[CH3:37][N:38]([CH3:39])[c:40]1[cH:41][cH:42][n:43][cH:44][cH:45]1.[Cl:46][c:47]1[cH:48][cH:49][cH:50][cH:51][c:52]1[Cl:53].[OH2:36].[OH:1][c:2]1[c:3]([C:12]([CH3:13])=[O:14])[n:4][c:5]2[cH:6][cH:7][cH:8][cH:9][c:10]2[cH:11]1>>[O:1]([c:2]1[c:3]([C:12]([CH3:13])=[O:14])[n:4][c:5]2[cH:6][cH:7][cH:8][cH:9][c:10]2[cH:11]1)[c:27]1[c:26]2[cH:25][c:24]([O:34][CH3:35])[c:23]([O:22][CH2:15][c:16]3[cH:17][cH:18][cH:19][cH:20][cH:21]3)[cH:32][c:31]2[n:30][cH:29][cH:28]1.